From a dataset of the Open Reaction Database (ORD), a public repository of structured organic reaction records. describe an organic reaction: reactants, conditions, products, and yield As a reaction SMILES: [N:1]1[CH:6]=[CH:5][CH:4]=[C:3]([C:7]2[CH2:8][C:9]([C:12]([OH:14])=O)=[N:10][N:11]=2)[CH:2]=1.[NH2:15][C@@H:16]([CH3:32])[CH2:17][N:18]1[CH:22]=[CH:21][C:20]([C:23]2[CH:30]=[CH:29][C:26]([C:27]#[N:28])=[C:25]([Cl:31])[CH:24]=2)=[N:19]1>>[Cl:31][C:25]1[CH:24]=[C:23]([C:20]2[CH:21]=[CH:22][N:18]([CH2:17][C@@H:16]([NH:15][C:12]([C:9]3[NH:10][N:11]=[C:7]([C:3]4[CH:2]=[N:1][CH:6]=[CH:5][CH:4]=4)[CH:8]=3)=[O:14])[CH3:32])[N:19]=2)[CH:30]=[CH:29][C:26]=1[C:27]#[N:28]. The reactants are N1=CC(=CC=C1)C=1CC(=NN1)C(=O)O (5-pyridin-3-yl-4H-pyrazole-3-carboxylic acid), N[C@H](CN1N=C(C=C1)C1=CC(=C(C#N)C=C1)Cl)C ((S)-4-(1-(2-aminopropyl)-1H-pyrazol-3-yl)-2-chlorobenzonitrile). Yields the product ClC=1C=C(C=CC1C#N)C1=NN(C=C1)C[C@H](C)NC(=O)C1=CC(=NN1)C=1C=NC=CC1 ((S)—N-(1-(3-(3-chloro-4-cyanophenyl)-1H-pyrazol-1-yl)propan-2-yl)-3-(pyridin-3-yl)-1H-pyrazole-5-carboxamide). Procedure: The title compound was prepared using the method of Example 54 but starting from 5-pyridin-3-yl-4H-pyrazole-3-carboxylic acid (181 mg; 0.96 mmol) and (S)-4-(1-(2-aminopropyl)-1H-pyrazol-3-yl)-2-chlorobenzonitrile (250 mg; 0.96 mmol). The product precipitated out from DCM during workup and after filtration and drying 110 mg (27%) of pure title compound was obtained. 1H-NMR (400 MHz; d6-DMSO): δ 1.17 (s, 3H), 4.20-4.60 (m, 3H), 7.05-7.36 (m, 1H), 7.40-7.65 (m, 1H), 7.80-8.60 (m, 7H), 8.85-9.07 (m,... Reactants: C1COCCO1, Cl, CC(C)(C)OC(=O)N1CC=C(c2cc(C(F)(F)F)ccn2)CC1. Yields the product FC(F)(F)c1ccnc(C2=CCNCC2)c1. Reaction SMILES: [CH2:25]1[O:26][CH2:27][CH2:28][O:29][CH2:30]1.[ClH:24].[F:1][C:2]([c:3]1[cH:4][c:5]([C:9]2=[CH:14][CH2:13][N:12]([C:15]([O:16][C:17]([CH3:18])([CH3:19])[CH3:20])=[O:21])[CH2:11][CH2:10]2)[n:6][cH:7][cH:8]1)([F:22])[F:23]>>[F:1][C:2]([c:3]1[cH:4][c:5]([C:9]2=[CH:14][CH2:13][NH:12][CH2:11][CH2:10]2)[n:6][cH:7][cH:8]1)([F:22])[F:23]. As a reaction SMILES: [C:1]([c:2]1[cH:3][cH:4][cH:5][cH:6][cH:7]1)(=[O:8])[CH2:9][CH:10]([C:11](=[O:12])[O:13][CH3:14])[O:15][CH3:16].[CH3:29][c:30]1[cH:31][cH:32][cH:33][cH:34][cH:35]1.[OH2:17].[c:18]1([CH3:19])[cH:20][cH:21][c:22]([S:23]([OH:24])(=[O:25])=[O:26])[cH:27][cH:28]1>>[C:1]([c:2]1[cH:3][cH:4][cH:5][cH:6][cH:7]1)(=[O:8])[CH:9]=[CH:10][C:11](=[O:12])[O:13][CH3:14]. Starting materials: COC(=O)C(CC(=O)c1ccccc1)OC, Cc1ccccc1, O, Cc1ccc(S(=O)(=O)O)cc1. Yields the product COC(=O)C=CC(=O)c1ccccc1.